From a dataset of the Open Reaction Database (ORD), a public repository of structured organic reaction records. describe an organic reaction: reactants, conditions, products, and yield The reactants are C(C1=CC=CC=C1)OC1=C2C=C(NC2=CC(=C1)C)C(=O)OCC (4-benzyloxy-2-ethoxycarbonyl-6-methyl indole). The reagents and catalysts are [Pd] (Pd/C). Solvent: C(C)O (ethanol), CO (methanol). Yields the product OC1=C2C=C(NC2=CC(=C1)C)C(=O)OCC (4-hydroxy-2-ethoxycarbonyl-6-methylindole). Reaction SMILES: C([O:8][C:9]1[CH:17]=[C:16]([CH3:18])[CH:15]=[C:14]2[C:10]=1[CH:11]=[C:12]([C:19]([O:21][CH2:22][CH3:23])=[O:20])[NH:13]2)C1C=CC=CC=1>CO.C(O)C.[Pd]>[OH:8][C:9]1[CH:17]=[C:16]([CH3:18])[CH:15]=[C:14]2[C:10]=1[CH:11]=[C:12]([C:19]([O:21][CH2:22][CH3:23])=[O:20])[NH:13]2. Procedure details: 11.0 g of the thus obtained 4-benzyloxy-2-ethoxycarbonyl-6-methyl indole are suspended in 150 ml methanol and, after addition of a suspension of 1.0 g, 10% Pd/C in 20 ml ethanol hydrogenated at normal pressure in a duck-shaped shaking vessel. The catalyst is aspirated and the filtrate is evaporated. There is obtained pure 4-hydroxy-2-ethoxycarbonyl-6-methylindole in virtually quantitative yield. Reactants: C(C)(C)(C)OC(=O)N1CCN(CC1)C1=C2CNC(N(C2=CC=C1F)CC1=CC=CC=C1)=O (4-(1-Benzyl-6-fluoro-2-oxo-1,2,3,4-tetrahydro-quinazolin-5-yl)-piperazine-1-carboxylic acid tert-butyl ester), C(C)OCC (Diethyl ether). Run in Cl.C(C)O (HCl ethanol). Reaction conditions: temperature 80 celsius. Product: C(C1=CC=CC=C1)N1C(NCC2=C(C(=CC=C12)F)N1CCNCC1)=O (1-Benzyl-6-fluoro-5-piperazin-1-yl-3,4-dihydro-1H-quinazolin-2-one). RXN SMILES: C(OC([N:8]1[CH2:13][CH2:12][N:11]([C:14]2[C:23]([F:24])=[CH:22][CH:21]=[C:20]3[C:15]=2[CH2:16][NH:17][C:18](=[O:32])[N:19]3[CH2:25][C:26]2[CH:31]=[CH:30][CH:29]=[CH:28][CH:27]=2)[CH2:10][CH2:9]1)=O)(C)(C)C.C(OCC)C>Cl.C(O)C>[CH2:25]([N:19]1[C:20]2[C:15](=[C:14]([N:11]3[CH2:12][CH2:13][NH:8][CH2:9][CH2:10]3)[C:23]([F:24])=[CH:22][CH:21]=2)[CH2:16][NH:17][C:18]1=[O:32])[C:26]1[CH:31]=[CH:30][CH:29]=[CH:28][CH:27]=1 |f:2.3|. Reported procedure: 4-(1-Benzyl-6-fluoro-2-oxo-1,2,3,4-tetrahydro-quinazolin-5-yl)-piperazine-1-carboxylic acid tert-butyl ester (141 mg) was dissolved in 4 mL 2 N HCl/ethanol and heated to 80° C. for 20 minutes, then cooled to room temperature. Diethyl ether was added, precipitating 115 mg of 1-benzyl-6-fluoro-5-piperazin-1-yl-3,4-dihydro-1H-quinazolin-2-one hydrochloride. MP: 285.6–290.0° C. MS: 341 (M+H)+. Starting materials: FC=1C=C(C=C(C1SC)F)CO ([3,5-Difluoro-4-(methylthio)phenyl]methanol), [Br-] (bromide), FC=1C=C(C=O)C=C(C1SC)F (3,5-Difluoro-4-(methylthio)benzaldehyde). The product is BrCC=1C=C(C(=C(C1)F)SC)F (5-(Bromomethyl)-1,3-difluoro-2-(methylthio)benzene). RXN SMILES: [F:1][C:2]1[CH:3]=[C:4]([CH2:11]O)[CH:5]=[C:6]([F:10])[C:7]=1[S:8][CH3:9].[Br-:13].FC1C=C(C=C(F)C=1SC)C=O>>[Br:13][CH2:11][C:4]1[CH:5]=[C:6]([F:10])[C:7]([S:8][CH3:9])=[C:2]([F:1])[CH:3]=1. Procedure details: The product from step B was converted to the bromide according to the procedure from intermediate 5 (step A). 1H NMR (500 MHz, CDCl3) δ 7.36 (d, J 7.5 Hz, 2H), 4.82 (s, 2H), 2.88 (s, 3H) Reactants: Brc1cc(Br)cc(Br)c1, CCOCC, [H-], [Na+], CN(C)C=O, O, OCc1ccccc1. Yields the product Brc1cc(Br)cc(OCc2ccccc2)c1. RXN SMILES: [Br:11][c:12]1[cH:13][c:14]([Br:19])[cH:15][c:16]([Br:18])[cH:17]1.[CH3:20][CH2:21][O:22][CH2:23][CH3:24].[H-:10].[Na+:9].[O:25]=[CH:26][N:27]([CH3:28])[CH3:29].[OH2:30].[OH:1][CH2:2][c:3]1[cH:4][cH:5][cH:6][cH:7][cH:8]1>>[O:1]([CH2:2][c:3]1[cH:4][cH:5][cH:6][cH:7][cH:8]1)[c:16]1[cH:15][c:14]([Br:19])[cH:13][c:12]([Br:11])[cH:17]1. Procedure: The Friedel-Crafts procedure of Example 24a is repeated with 33.7 g of 2,3-dimethylbenzoyl chloride, 54 g of 2,3-dichloroanisole and 26.7 AlCl3 being reacted to form 2,3-dichloro-4-methoxy-2',3'-dimethylbenzophenone. Product: ClC1=C(C(=O)C2=C(C(=CC=C2)C)C)C=CC(=C1Cl)OC (2,3-dichloro-4-methoxy-2',3'-dimethylbenzophenone). The reactants are CC1=C(C(=O)Cl)C=CC=C1C (2,3-dimethylbenzoyl chloride), ClC1=C(C=CC=C1Cl)OC (2,3-dichloroanisole), [Al+3].[Cl-].[Cl-].[Cl-] (AlCl3). Reaction SMILES: [CH3:1][C:2]1[C:10]([CH3:11])=[CH:9][CH:8]=[CH:7][C:3]=1[C:4](Cl)=[O:5].[Cl:12][C:13]1[C:18]([Cl:19])=[CH:17][CH:16]=[CH:15][C:14]=1[O:20][CH3:21].[Al+3].[Cl-].[Cl-].[Cl-]>>[Cl:19][C:18]1[C:13]([Cl:12])=[C:14]([O:20][CH3:21])[CH:15]=[CH:16][C:17]=1[C:4]([C:3]1[CH:7]=[CH:8][CH:9]=[C:10]([CH3:11])[C:2]=1[CH3:1])=[O:5] |f:2.3.4.5|. The reactants are O=C([O-])O, CCO, O=S(=O)(c1ccc(Cl)cc1Cl)N(Cc1ccc(OC2CCCCO2)cc1Cl)c1ccc(OCCN2CCCC2)cc1, Cl, [Na+]. The product is O=S(=O)(c1ccc(Cl)cc1Cl)N(Cc1ccc(O)cc1Cl)c1ccc(OCCN2CCCC2)cc1. Reaction SMILES: [C:46](=[O:47])([OH:48])[O-:49].[CH3:43][CH2:44][OH:45].[Cl:1][c:2]1[c:3]([S:9](=[O:10])(=[O:11])[N:12]([c:13]2[cH:14][cH:15][c:16]([O:19][CH2:20][CH2:21][N:22]3[CH2:23][CH2:24][CH2:25][CH2:26]3)[cH:17][cH:18]2)[CH2:27][c:28]2[c:29]([Cl:41])[cH:30][c:31]([O:34][CH:35]3[CH2:36][CH2:37][CH2:38][CH2:39][O:40]3)[cH:32][cH:33]2)[cH:4][cH:5][c:6]([Cl:8])[cH:7]1.[ClH:42].[Na+:50]>>[Cl:1][c:2]1[c:3]([S:9](=[O:10])(=[O:11])[N:12]([c:13]2[cH:14][cH:15][c:16]([O:19][CH2:20][CH2:21][N:22]3[CH2:23][CH2:24][CH2:25][CH2:26]3)[cH:17][cH:18]2)[CH2:27][c:28]2[c:29]([Cl:41])[cH:30][c:31]([OH:34])[cH:32][cH:33]2)[cH:4][cH:5][c:6]([Cl:8])[cH:7]1. Reactants: CN=C=O (methylisocyanate), N1(CCCCC1)CC=1C=C(OCCCNC(=O)NN)C=CC1 (N-[3-[3-(1-piperidinylmethyl)phenoxy]-propyl]-hydrazine carboxamide). Solvent: C1CCOC1 (THF). Run at time 1 hour. Yields the product CNC(=O)NNC(=O)NCCCOC1=CC(=CC=C1)CN1CCCCC1 (N-Methyl-N'-[3-[3-(1-piperidinylmethyl)phenoxy]propyl]1,2-hydrazine dicarboxamide). RXN SMILES: [CH3:1][N:2]=[C:3]=[O:4].[N:5]1([CH2:11][C:12]2[CH:13]=[C:14]([CH:24]=[CH:25][CH:26]=2)[O:15][CH2:16][CH2:17][CH2:18][NH:19][C:20]([NH:22][NH2:23])=[O:21])[CH2:10][CH2:9][CH2:8][CH2:7][CH2:6]1>C1COCC1>[CH3:1][NH:2][C:3]([NH:23][NH:22][C:20]([NH:19][CH2:18][CH2:17][CH2:16][O:15][C:14]1[CH:24]=[CH:25][CH:26]=[C:12]([CH2:11][N:5]2[CH2:6][CH2:7][CH2:8][CH2:9][CH2:10]2)[CH:13]=1)=[O:21])=[O:4]. Reported procedure: 0.8 ml (13 mmol) of methylisocyanate are added to 2.0 g (6.6 mmol) of N-[3-[3-(1-piperidinylmethyl)phenoxy]-propyl]-hydrazine carboxamide in 20 ml of THF and the reaction mixture is stirred at room temperature for one hour. The precipitate is filtered off and recrystallised from methanol. The analytical values are summarized in Table I. Starting materials: C(\C=C\C(=O)O)(=O)O.ClC1=CC=C(C=C1)C12CNCC2C2C=CC1C2 (3a-(4-chlorophenyl)-2,3,3a,4,7,7a-hexahydro-4,7-methano-1H-isoindole fumarate). Solvent: C(C)(=O)OCC (ethyl acetate). Conditions: time 17 hour. Yields the product C(\C=C\C(=O)O)(=O)O.C1(=CC=CC=C1)C12CNCC2C2CCC1C2 (Octahydro-3a-phenyl-4,7-methano-1H-isoindole fumarate). RXN SMILES: [C:1]([OH:8])(=[O:7])/[CH:2]=[CH:3]/[C:4]([OH:6])=[O:5].Cl[C:10]1[CH:15]=[CH:14][C:13]([C:16]23[CH:24]4[CH2:25][CH:21]([CH:22]=[CH:23]4)[CH:20]2[CH2:19][NH:18][CH2:17]3)=[CH:12][CH:11]=1>C(OCC)(=O)C>[C:1]([OH:8])(=[O:7])/[CH:2]=[CH:3]/[C:4]([OH:6])=[O:5].[C:13]1([C:16]23[CH:24]4[CH2:25][CH:21]([CH2:22][CH2:23]4)[CH:20]2[CH2:19][NH:18][CH2:17]3)[CH:12]=[CH:11][CH:10]=[CH:15][CH:14]=1 |f:0.1,3.4|. Procedure details: A 0.49 g portion of 3a-(4-chlorophenyl)-2,3,3a,4,7,7a-hexahydro-4,7-methano-1H-isoindole fumarate was suspended in 30 ml of ethyl acetate, washed twice with 10% sodium bicarbonate solution, dried with brine and 47 mg of 5% palladium on calcium added. The mixture was stirred under one atmosphere of hydrogen for 17 hours, then filtered, washed with 10% sodium bicarbonate, dried and evaporated, giving 0.25 g of the free base of the desired compound as a brown oil.